From a dataset of the Open Reaction Database (ORD), a public repository of structured organic reaction records. describe an organic reaction: reactants, conditions, products, and yield The reactants are C(C)(C)(C)OC(NC(CC1=CC2=CN(N=C2C(=C1)C)COCC[Si](C)(C)C)C=1NC=CN1)=O (tert-Butyl-1-(1H-imidazol-2-yl)-2-(7-methyl-2-[{2-[trimethylsilyl]ethoxy}methyl]-2H-indazol-5-yl)ethylcarbamate), FC=1C=C(CBr)C=CC1 (3-fluoro benzyl bromide), C([O-])([O-])=O.[K+].[K+] (potassium carbonate). Solvent: CN(C=O)C (dimethylformamide). Reaction conditions: time 16 hour. Yields the product FC=1C=C(CN2C(=NC=C2)C(CC2=CC3=CN(N=C3C(=C2)C)COCC[Si](C)(C)C)NC(OC(C)(C)C)=O)C=CC1 ((±)-tert-Butyl 1-(1-(3-fluorobenzyl)-1H-imidazol-2-yl)-2-(7-methyl-2-((2-(trimethylsilyl)ethoxy)methyl)-2H-indazol-5-yl)ethylcarbamate). As a reaction SMILES: [C:1]([O:5][C:6](=[O:33])[NH:7][CH:8]([C:28]1[NH:29][CH:30]=[CH:31][N:32]=1)[CH2:9][C:10]1[CH:18]=[C:17]([CH3:19])[C:16]2[C:12](=[CH:13][N:14]([CH2:20][O:21][CH2:22][CH2:23][Si:24]([CH3:27])([CH3:26])[CH3:25])[N:15]=2)[CH:11]=1)([CH3:4])([CH3:3])[CH3:2].[F:34][C:35]1[CH:36]=[C:37]([CH:40]=[CH:41][CH:42]=1)[CH2:38]Br.C(=O)([O-])[O-].[K+].[K+]>CN(C)C=O>[F:34][C:35]1[CH:36]=[C:37]([CH:40]=[CH:41][CH:42]=1)[CH2:38][N:32]1[CH:31]=[CH:30][N:29]=[C:28]1[CH:8]([NH:7][C:6](=[O:33])[O:5][C:1]([CH3:4])([CH3:2])[CH3:3])[CH2:9][C:10]1[CH:18]=[C:17]([CH3:19])[C:16]2[C:12](=[CH:13][N:14]([CH2:20][O:21][CH2:22][CH2:23][Si:24]([CH3:25])([CH3:27])[CH3:26])[N:15]=2)[CH:11]=1 |f:2.3.4|. Reported procedure: A mixture of tert-Butyl-1-(1H-imidazol-2-yl)-2-(7-methyl-2-[{2-[trimethylsilyl]ethoxy}methyl]-2H-indazol-5-yl)ethylcarbamate (20 mg, 0.042 mmol), 3-fluoro benzyl bromide (5.5 μL, 0.045 mmol, 1.1 equiv), and potassium carbonate (11.7 mg, 0.09 mmol) in dimethylformamide (0.6 mL) was stirred at room temperature for 16 h. The solvents were removed in vacuo and the residue purified by column chromatography to afford 15.2 mg (63%). Mass spec.: 580.04 (MH)+. Reactants: CC(C)(C)C(=O)ONC(CSc1c(-c2cccc(C#N)c2)cccc1[N+](=O)[O-])C(=O)O, CO. The product is CC(C)(C)C(=O)ONC(CSc1c(N)cccc1-c1cccc(C#N)c1)C(=O)O. Reaction SMILES: [C:1](#[N:2])[c:3]1[cH:4][c:5](-[c:9]2[c:10]([S:18][CH2:19][CH:20]([NH:21][O:22][C:23]([C:24]([CH3:25])([CH3:26])[CH3:27])=[O:28])[C:29](=[O:30])[OH:31])[c:11]([N+:15]([O-:16])=[O:17])[cH:12][cH:13][cH:14]2)[cH:6][cH:7][cH:8]1.[CH3:32][OH:33]>>[C:1](#[N:2])[c:3]1[cH:4][c:5](-[c:9]2[c:10]([S:18][CH2:19][CH:20]([NH:21][O:22][C:23]([C:24]([CH3:25])([CH3:26])[CH3:27])=[O:28])[C:29](=[O:30])[OH:31])[c:11]([NH2:15])[cH:12][cH:13][cH:14]2)[cH:6][cH:7][cH:8]1. Reactants: CC1=CC=2C=3C4N(CCC3NC2C=C1)CCC4 (9-methyl-2,3,4,5,6,10c-hexahydro-1H-3a,6-diaza-cyclopenta[c]fluorene), [H-].[Na+] (sodium hydride), CC1=NC=C(C=C1)C1OC1 (2-methyl-5-oxiranyl-pyridine). Run in CN(C)C=O (DMF), CN(C)C=O (DMF). Run at time 5 minute. The product is CC1=CC=2C=3C4N(CCC3N(C2C=C1)CC(O)C=1C=NC(=CC1)C)CCC4 (2-(9-methyl-1,2,3,4,5,10c-hexahydro-3a,6-diaza-cyclopenta[c]fluoren-6-yl)-1-(6-methyl-pyridin-3-yl)-ethanol). RXN SMILES: [CH3:1][C:2]1[CH:14]=[CH:13][C:12]2[NH:11][C:10]3[CH2:9][CH2:8][N:7]4[CH2:15][CH2:16][CH2:17][CH:6]4[C:5]=3[C:4]=2[CH:3]=1.[H-].[Na+].[CH3:20][C:21]1[CH:26]=[CH:25][C:24]([CH:27]2[CH2:29][O:28]2)=[CH:23][N:22]=1>CN(C=O)C>[CH3:1][C:2]1[CH:14]=[CH:13][C:12]2[N:11]([CH2:29][CH:27]([C:24]3[CH:23]=[N:22][C:21]([CH3:20])=[CH:26][CH:25]=3)[OH:28])[C:10]3[CH2:9][CH2:8][N:7]4[CH2:15][CH2:16][CH2:17][CH:6]4[C:5]=3[C:4]=2[CH:3]=1 |f:1.2|. Procedure: To a solution of 9-methyl-2,3,4,5,6,10c-hexahydro-1H-3a,6-diaza-cyclopenta[c]fluorene (200 mg, 0.88 mmol) in DMF (10 mL) was added sodium hydride (96 mg, 2.6 mmol). After stirring for 5 min, a solution of 2-methyl-5-oxiranyl-pyridine (175 mg, 1.3 mmol) in DMF (1 mL) was added dropwise into the reaction mixture, which was stirred at RT for 5 h. The progress of reaction was monitored by TLC and LCMS. The reaction mixture was poured into ice-cold water and extracted with EtOAc (3×25 mL). The combin... Starting materials: ClC=1C=C(C=CC1)C=1ON=C2C1C=C(C=C2)C(O)C=2SC=C(N2)C2=CC=CC=C2 (3-(3-chlorophenyl)-α-(4-phenyl-2-thiazolyl)-2,1-benzisoxazole-5-methanol). Reagents/catalysts: O=[Mn]=O (MnO2). The solvent is O1CCOCC1 (1,4-dioxane). Reaction conditions: temperature 80 celsius, time 3 hour. The product is ClC=1C=C(C=CC1)C=1ON=C2C1C=C(C=C2)C(=O)C=2SC=C(N2)C2=CC=CC=C2 ([3-(3-chlorophenyl)-2,1-benzisoxazol-5-yl](4-phenyl-2-thiazolyl)-methanone). The yield is 99.8%. Reaction SMILES: [Cl:1][C:2]1[CH:3]=[C:4]([C:8]2[O:9][N:10]=[C:11]3[CH:16]=[CH:15][C:14]([CH:17]([C:19]4[S:20][CH:21]=[C:22]([C:24]5[CH:29]=[CH:28][CH:27]=[CH:26][CH:25]=5)[N:23]=4)[OH:18])=[CH:13][C:12]=23)[CH:5]=[CH:6][CH:7]=1>O1CCOCC1.O=[Mn]=O>[Cl:1][C:2]1[CH:3]=[C:4]([C:8]2[O:9][N:10]=[C:11]3[CH:16]=[CH:15][C:14]([C:17]([C:19]4[S:20][CH:21]=[C:22]([C:24]5[CH:25]=[CH:26][CH:27]=[CH:28][CH:29]=5)[N:23]=4)=[O:18])=[CH:13][C:12]=23)[CH:5]=[CH:6][CH:7]=1. Procedure: A mixture of intermediate (14) (0.0656 mol) and MnO2 (27.5 g) in 1,4-dioxane (275 ml) was stirred at 80° C. for 3 hours, then cooled to room temperature, filtered over celite and pasted up with CH2Cl2/CH3OH. The solvent was evaporated till dryness, yielding 27.3 g (100%) of [3-(3-chlorophenyl)-2,1-benzisoxazol-5-yl](4-phenyl-2-thiazolyl)-methanone (intermediate 15).